Dataset: the Open Reaction Database (ORD), a public repository of structured organic reaction records. Task: describe an organic reaction: reactants, conditions, products, and yield The reactants are C1CCOC1, COc1cc2c(Cl)ncnc2cc1OCCCN1CCOCC1, [H-], O=C1Cc2cccnc2N1, [Na+], CN(C)C=O. The product is COc1cc2c(C3C(=O)Nc4ncccc43)ncnc2cc1OCCCN1CCOCC1. As a reaction SMILES: [CH2:36]1[O:37][CH2:38][CH2:39][CH2:40]1.[Cl:13][c:14]1[n:15][cH:16][n:17][c:18]2[cH:19][c:20]([O:26][CH2:27][CH2:28][CH2:29][N:30]3[CH2:31][CH2:32][O:33][CH2:34][CH2:35]3)[c:21]([O:24][CH3:25])[cH:22][c:23]12.[H-:11].[NH:1]1[C:2](=[O:10])[CH2:3][c:4]2[cH:5][cH:6][cH:7][n:8][c:9]21.[Na+:12].[O:41]=[CH:42][N:43]([CH3:44])[CH3:45]>>[NH:1]1[C:2](=[O:10])[CH:3]([c:14]2[n:15][cH:16][n:17][c:18]3[cH:19][c:20]([O:26][CH2:27][CH2:28][CH2:29][N:30]4[CH2:31][CH2:32][O:33][CH2:34][CH2:35]4)[c:21]([O:24][CH3:25])[cH:22][c:23]23)[c:4]2[cH:5][cH:6][cH:7][n:8][c:9]21. The reactants are N([C@@H](CO)C(=O)NN)C(=O)OCC1=CC=CC=C1 (Z-Ser-NHNH2), [N-]=[N+]=[N-] (azide), N[C@@H](CCCCNS(=O)(=O)C1=CC=C(C)C=C1)C(=O)N[C@@H](CCC(O)=O)C(=O)O (H-Lys(Tos)-Glu-OH), Cl.O1CCOCC1 (hydrochloric acid dioxane), N(=O)OCCC(C)C (isoamyl nitrite). The solvent is C(C)OCC (ethyl ether), CN(C)C=O (DMF), CN(C)C=O (DMF), CN(C)C=O (DMF), C(C)N(CC)CC (triethylamine), C(C)N(CC)CC (triethylamine), hydrazid. Run at temperature -15 celsius. Yields the product N([C@@H](CO)C(=O)N[C@@H](CCCCNS(=O)(=O)C1=CC=C(C)C=C1)C(=O)N[C@@H](CCC(O)=O)C(=O)O)C(=O)OCC1=CC=CC=C1 (Z-Ser-Lys(Tos)-Glu-OH). Reaction SMILES: [NH:1]([C:9]([O:11][CH2:12][C:13]1[CH:18]=[CH:17][CH:16]=[CH:15][CH:14]=1)=[O:10])[C@H:2]([C:5]([NH:7]N)=[O:6])[CH2:3][OH:4].Cl.O1CCOCC1.N(OCCC(C)C)=O.[N-]=[N+]=[N-].N[C@H:38]([C:54]([NH:56][C@H:57]([C:63]([OH:65])=[O:64])[CH2:58][CH2:59][C:60](=[O:62])[OH:61])=[O:55])[CH2:39][CH2:40][CH2:41][CH2:42][NH:43][S:44]([C:47]1[CH:53]=[CH:52][C:50]([CH3:51])=[CH:49][CH:48]=1)(=[O:46])=[O:45]>CN(C=O)C.C(OCC)C.C(N(CC)CC)C>[NH:1]([C:9]([O:11][CH2:12][C:13]1[CH:18]=[CH:17][CH:16]=[CH:15][CH:14]=1)=[O:10])[C@H:2]([C:5]([NH:7][C@H:38]([C:54]([NH:56][C@H:57]([C:63]([OH:65])=[O:64])[CH2:58][CH2:59][C:60](=[O:61])[OH:62])=[O:55])[CH2:39][CH2:40][CH2:41][CH2:42][NH:43][S:44]([C:47]1[CH:53]=[CH:52][C:50]([CH3:51])=[CH:49][CH:48]=1)(=[O:46])=[O:45])=[O:6])[CH2:3][OH:4] |f:1.2|. Reported procedure: 2.13 Grams of Z-Ser-NHNH2 was dissolved in 20 ml of DMF and 4.20 ml of 6N-hydrochloric acid/dioxane was further added, then the mixture was cooled to -15° C., 1.13 ml of isoamyl nitrite was added under stirring. After the reaction mixture shows negative reaction in hydrazid test, then a cold solution of 3.53 ml of triethylamine with 1.20 ml of DMF was added dropwise to neutralize the reaction mixture. This mixture containing the azide was added to a cold DMF solution of H-Lys(Tos)-Glu-OH obtaine... The reactants are CC(C)(C)[Si](C)(C)Cl, CN(C)C=O, O, N#Cc1cccc(O)c1, c1c[nH]cn1. Yields the product CC(C)(C)[Si](C)(C)Oc1cccc(C#N)c1. RXN SMILES: [C:15]([CH3:16])([CH3:17])([CH3:18])[Si:19]([CH3:20])([CH3:21])[Cl:22].[CH3:24][N:25]([CH3:26])[CH:27]=[O:28].[OH2:23].[OH:1][c:2]1[cH:3][c:4]([C:5]#[N:6])[cH:7][cH:8][cH:9]1.[nH:10]1[cH:11][cH:12][n:13][cH:14]1>>[O:1]([c:2]1[cH:3][c:4]([C:5]#[N:6])[cH:7][cH:8][cH:9]1)[Si:19]([C:15]([CH3:16])([CH3:17])[CH3:18])([CH3:20])[CH3:21]. Product: CC(C)CC(C(=O)NN(CC(C)C)C(=O)CCC(C)O)C(CC=Cc1ccccc1)C(=O)NO. The reactants are CO, CC(C)CC(C(=O)NN(CC(C)C)C(=O)CCC(C)O)C(CC=Cc1ccccc1)C(=O)NOC1CCCCO1, O, Cc1ccc(S(=O)(=O)O)cc1. RXN SMILES: [CH3:53][OH:54].[O:1]1[CH2:2][CH2:3][CH2:4][CH2:5][CH:6]1[O:7][NH:8][C:9](=[O:10])[CH:11]([CH2:12][CH:13]=[CH:14][c:15]1[cH:16][cH:17][cH:18][cH:19][cH:20]1)[CH:21]([C:22](=[O:23])[NH:24][N:25]([CH2:26][CH:27]([CH3:28])[CH3:29])[C:30]([CH2:31][CH2:32][CH:33]([CH3:34])[OH:35])=[O:36])[CH2:37][CH:38]([CH3:39])[CH3:40].[OH2:41].[c:42]1([CH3:43])[cH:44][cH:45][c:46]([S:47]([OH:48])(=[O:49])=[O:50])[cH:51][cH:52]1>>[OH:7][NH:8][C:9](=[O:10])[CH:11]([CH2:12][CH:13]=[CH:14][c:15]1[cH:16][cH:17][cH:18][cH:19][cH:20]1)[CH:21]([C:22](=[O:23])[NH:24][N:25]([CH2:26][CH:27]([CH3:28])[CH3:29])[C:30]([CH2:31][CH2:32][CH:33]([CH3:34])[OH:35])=[O:36])[CH2:37][CH:38]([CH3:39])[CH3:40]. Starting materials: Cl (hydrochloric acid), [BH4-].[Na+] (NaBH4), O=C1CC(OC2=C1C=CC(=C2CCC)OCCCOC2=CC=CC=C2)(CCC(=O)O)CCC(=O)O (3,4-dihydro-4-oxo-7-(3-phenoxypropoxy)-8-propyl-2H-1-benzopyran-2,2-dipropanoic acid). Solvent: O1CCCC1 (THF), O (water), O (water), O1CCCC1 (tetrahydrofuran). Run at time 30 minute. Yields the product OC1CC(OC2=C1C=CC(=C2CCC)OCCCOC2=CC=CC=C2)(CCC(=O)O)CCC(=O)O (3,4-dihydro-4-hydroxy-7-(3-phenoxypropoxy)-8-propyl-2H-1-benzopyran-2,2-dipropanoic acid). Yield: 59.9%. RXN SMILES: [BH4-].[Na+].[O:3]=[C:4]1[C:9]2[CH:10]=[CH:11][C:12]([O:17][CH2:18][CH2:19][CH2:20][O:21][C:22]3[CH:27]=[CH:26][CH:25]=[CH:24][CH:23]=3)=[C:13]([CH2:14][CH2:15][CH3:16])[C:8]=2[O:7][C:6]([CH2:33][CH2:34][C:35]([OH:37])=[O:36])([CH2:28][CH2:29][C:30]([OH:32])=[O:31])[CH2:5]1.Cl>O.O1CCCC1>[OH:3][CH:4]1[C:9]2[CH:10]=[CH:11][C:12]([O:17][CH2:18][CH2:19][CH2:20][O:21][C:22]3[CH:23]=[CH:24][CH:25]=[CH:26][CH:27]=3)=[C:13]([CH2:14][CH2:15][CH3:16])[C:8]=2[O:7][C:6]([CH2:33][CH2:34][C:35]([OH:37])=[O:36])([CH2:28][CH2:29][C:30]([OH:32])=[O:31])[CH2:5]1 |f:0.1|. Procedure details: To a stirred solution of 78 mg (2.1 mmol) of NaBH4 in 2 ml of water at 0° C. is added over 3 minutes a solution of 250 mg (0.515 mmol) of the title product of Example 17 in 3 ml of tetrahydrofuran (THF). After 30 minutes at 0° C., the mixture was permitted to warm to room temperature, and a further 2 ml each of water and of THF were added. After one hour, the reaction mixture was acidified with 3N hydrochloric acid, and the mixture was extracted with three portions of ethyl acetate. The combined... Reaction SMILES: [CH2:17]([Cl:18])[Cl:19].[F:1][c:2]1[cH:3][cH:4][c:5]([CH:8]=[C:9]([CH2:10][OH:11])[CH3:12])[cH:6][cH:7]1.[S:13]([Cl:14])([Cl:15])=[O:16]>>[F:1][c:2]1[cH:3][cH:4][c:5]([CH:8]=[C:9]([CH2:10][Cl:15])[CH3:12])[cH:6][cH:7]1. The product is CC(=Cc1ccc(F)cc1)CCl. Reactants: ClCCl, CC(=Cc1ccc(F)cc1)CO, O=S(Cl)Cl. The reactants are BrC1=CC=C(C=C1)N1CCN(CC1)C(=O)O[Si](C(C)C)(C(C)C)C(C)C (triisopropylsilyl 4-(4-bromophenyl)-1-piperazinecarboxylate), P(O)(O)(O)=O (phosphoric acid), C(C)(C)OB(OC(C)C)OC(C)C (triisopropylborate). Solvent: C1(=CC=CC=C1)C (toluene), O1CCCC1 (tetrahydrofuran). Conditions: temperature -78 celsius, time 30 minute. The product is C(C)(C)[Si](OC(=O)N1CCN(CC1)C1=CC=C(C=C1)B(O)O)(C(C)C)C(C)C (4-(4-{[(triisopropylsilyl)oxy]carbonyl}-1-piperazinyl)phenylboronic acid). As a reaction SMILES: Br[C:2]1[CH:7]=[CH:6][C:5]([N:8]2[CH2:13][CH2:12][N:11]([C:14]([O:16][Si:17]([CH:24]([CH3:26])[CH3:25])([CH:21]([CH3:23])[CH3:22])[CH:18]([CH3:20])[CH3:19])=[O:15])[CH2:10][CH2:9]2)=[CH:4][CH:3]=1.C([O:30][B:31](OC(C)C)[O:32]C(C)C)(C)C.P(=O)(O)(O)O>C1(C)C=CC=CC=1.O1CCCC1>[CH:18]([Si:17]([CH:24]([CH3:26])[CH3:25])([CH:21]([CH3:23])[CH3:22])[O:16][C:14]([N:11]1[CH2:12][CH2:13][N:8]([C:5]2[CH:6]=[CH:7][C:2]([B:31]([OH:32])[OH:30])=[CH:3][CH:4]=2)[CH2:9][CH2:10]1)=[O:15])([CH3:20])[CH3:19]. Reported procedure: A solution of triisopropylsilyl 4-(4-bromophenyl)-1-piperazinecarboxylate (4.5 g, 10.2 mmoles) in toluene (17 mL) and tetrahydrofuran (17 mL) was degassed by bubbling nitrogen at room temperature via a fritted gas dispenser for 10 minutes and then cooled to −78° C. for the addition of butyllithium (4.9 mL as a 2.5 M solution in hexanes, 12.3 mmoles). The solution turned yellow and after 30 minutes, triisopropylborate (3 mL, 13.3 mmoles) was added and the solution was warmed to 0° C. over 2.5 h p...